describe an organic reaction: reactants, conditions, products, and yield From a dataset of the Open Reaction Database (ORD), a public repository of structured organic reaction records. Reactants: COC(=O)CC1=C(c2cccc(OC)c2)CC(C)(C)CC1, CO, N#N, [OH-], [OH-], [Pd+2]. Product: COC(=O)CC1CCC(C)(C)CC1c1cccc(OC)c1. Reaction SMILES: [CH3:1][O:2][C:3]([CH2:4][C:5]1=[C:6]([c:13]2[cH:14][c:15]([O:19][CH3:20])[cH:16][cH:17][cH:18]2)[CH2:7][C:8]([CH3:11])([CH3:12])[CH2:9][CH2:10]1)=[O:21].[CH3:22][OH:23].[N:24]#[N:25].[OH-:26].[OH-:28].[Pd+2:27]>>[CH3:1][O:2][C:3]([CH2:4][CH:5]1[CH:6]([c:13]2[cH:14][c:15]([O:19][CH3:20])[cH:16][cH:17][cH:18]2)[CH2:7][C:8]([CH3:11])([CH3:12])[CH2:9][CH2:10]1)=[O:21].